Dataset: the Open Reaction Database (ORD), a public repository of structured organic reaction records. Task: describe an organic reaction: reactants, conditions, products, and yield Reactants: CCN(C=O)c1nc2ccc(CBr)cc2o1, C1CCOC1, c1ccc(P(c2ccccc2)c2ccccc2)cc1. Yields the product [Br-], CCN(C=O)c1nc2ccc(C[P+](c3ccccc3)(c3ccccc3)c3ccccc3)cc2o1. As a reaction SMILES: [Br:1][CH2:2][c:3]1[cH:4][c:5]2[c:6]([n:7][c:8]([N:10]([CH:11]=[O:12])[CH2:13][CH3:14])[o:9]2)[cH:15][cH:16]1.[O:36]1[CH2:37][CH2:38][CH2:39][CH2:40]1.[c:17]1([P:23]([c:24]2[cH:25][cH:26][cH:27][cH:28][cH:29]2)[c:30]2[cH:31][cH:32][cH:33][cH:34][cH:35]2)[cH:18][cH:19][cH:20][cH:21][cH:22]1>>[Br-:1].[CH2:2]([c:3]1[cH:4][c:5]2[c:6]([n:7][c:8]([N:10]([CH:11]=[O:12])[CH2:13][CH3:14])[o:9]2)[cH:15][cH:16]1)[P+:23]([c:17]1[cH:18][cH:19][cH:20][cH:21][cH:22]1)([c:24]1[cH:25][cH:26][cH:27][cH:28][cH:29]1)[c:30]1[cH:31][cH:32][cH:33][cH:34][cH:35]1. The reactants are C(=O)C12C3=CC=CC=C3C(C=3C=CC=CC13)C2 (9-formyl-9,10-dihydro-9,10-methanoanthracene), [Cl-].C(=O)(O)CC[P+](C1=CC=CC=C1)(C1=CC=CC=C1)C1=CC=CC=C1 (β-carboxyethyltriphenylphosphonium chloride), Cl (hydrochloric acid), [H-].[Na+] (sodium hydride), oil, O (water). Solvent: O1CCCC1 (tetrahydrofuran). Conditions: temperature 0 celsius, time 6 hour. Yields the product C1=CC=CC=2C3C4=CC=CC=C4C(C12)(C3)C=CCC(=O)O (γ-(9,10-dihydro-9,10-methano-9-anthryl)-β-butenoic acid). RXN SMILES: [CH:1]([C:3]12[CH2:17][CH:10]([C:11]3[CH:12]=[CH:13][CH:14]=[CH:15][C:16]=31)[C:9]1[C:4]2=[CH:5][CH:6]=[CH:7][CH:8]=1)=O.[Cl-].[C:19]([CH2:22][CH2:23][P+](C1C=CC=CC=1)(C1C=CC=CC=1)C1C=CC=CC=1)(O)=[O:20].[H-].[Na+].Cl.[OH2:46]>O1CCCC1>[CH:5]1[C:4]2[C:3]3([CH:1]=[CH:23][CH2:22][C:19]([OH:20])=[O:46])[CH2:17][CH:10]([C:11]4[C:16]3=[CH:15][CH:14]=[CH:13][CH:12]=4)[C:9]=2[CH:8]=[CH:7][CH:6]=1 |f:1.2,3.4|. Procedure: To a mixture of 9-formyl-9,10-dihydro-9,10-methanoanthracene (110 mg) and β-carboxyethyltriphenylphosphonium chloride (186 mg) in dimethylsufoxide (2 ml) and tetrahydrofuran (2 ml) was added 65.4% sodium hydride dispersion in mineral oil (37 mg) at 0° C. under nitrogen. The reaction mixture was stirred at 0° C. for 6 hours, diluted with water, acidified with hydrochloric acid and extracted with benzene. The benzene extract was shaken with 2 N aqueous sodium hydroxide. The basic layer was acidifi...